From a dataset of the Open Reaction Database (ORD), a public repository of structured organic reaction records. describe an organic reaction: reactants, conditions, products, and yield Starting materials: CC=1C=C2C=3CCCC(C3NC2=CC1)=O (6-methyl-1,2,3,4-tetrahydrocarbazol-1-one), BrCCBr (1,2-dibromoethane), [OH-].[Na+] (sodium hydroxide). Reagents/catalysts: S(=O)(=O)(O)[O-].C(CCC)[N+](CCCC)(CCCC)CCCC (tetrabutylammoniumhydrogensulfate). The solvent is C1(=CC=CC=C1)C (toluene). The product is CC=1C=C2C=3CCCC(C3N(C2=CC1)CCBr)=O (6-methyl-9-(2-bromoethyl)-1,2,3,4-tetrahydrocarbazol-1-one). Reaction SMILES: [CH3:1][C:2]1[CH:3]=[C:4]2[C:12](=[CH:13][CH:14]=1)[NH:11][C:10]1[C:9](=[O:15])[CH2:8][CH2:7][CH2:6][C:5]2=1.[Br:16][CH2:17][CH2:18]Br.[OH-].[Na+]>S([O-])(O)(=O)=O.C([N+](CCCC)(CCCC)CCCC)CCC.C1(C)C=CC=CC=1>[CH3:1][C:2]1[CH:3]=[C:4]2[C:12](=[CH:13][CH:14]=1)[N:11]([CH2:18][CH2:17][Br:16])[C:10]1[C:9](=[O:15])[CH2:8][CH2:7][CH2:6][C:5]2=1 |f:2.3,4.5|. Procedure details: 199 g. (1 mole) of 6-methyl-1,2,3,4-tetrahydrocarbazol-1-one and 376 g. (2 moles) of 1,2-dibromoethane are dissolved in 1000 ml. of toluene and stirred together with 1000 ml. of sodium hydroxide solution and 4.25 g. (12.5 m moles) of tetrabutylammoniumhydrogensulfate for 10 hours at 60° C. After evaporating the aqueous layer, distilling off the solvent and recrystallizing the residual crude product, 275 g. of 6-methyl-9-(2-bromoethyl)-1,2,3,4-tetrahydrocarbazol-1-one (90% of the theoretical) mel... Reaction SMILES: [Cl-].[Al+3].[Cl-].[Cl-].[N-:5]=[N+:6]=[N-:7].[Na+].[C:9]([C:11]1[CH2:12][O:13][C:14]2[C:19]([CH:20]=1)=[CH:18][CH:17]=[CH:16][C:15]=2[O:21][C:22](=O)[C:23]([OH:25])=[O:24])#[N:10].Cl.[O:28]1CCCC1>>[O:28]=[C:12]1[C:11]([C:9]2[NH:10][N:7]=[N:6][N:5]=2)=[CH:20][C:19]2[C:14](=[C:15]([O:21][CH2:22][C:23]([OH:25])=[O:24])[CH:16]=[CH:17][CH:18]=2)[O:13]1 |f:0.1.2.3,4.5|. Starting materials: Cl (hydrochloric acid), ice water, [Cl-].[Al+3].[Cl-].[Cl-] (aluminium chloride), [N-]=[N+]=[N-].[Na+] (sodium azide), C(#N)C=1COC2=C(C=CC=C2C1)OC(C(=O)O)=O (3-cyano-2-oxo-8-chromenyloxyacetic acid), O1CCCC1 (tetrahydrofuran). Reaction conditions: time 15 minute. Product: O=C1OC2=C(C=CC=C2C=C1C1=NN=NN1)OCC(=O)O ([2-oxo-3-(1H-tetrazole-5-yl)-2H-chromene-8-yloxy]acetic acid). Reported procedure: To 80 ml of dried tetrahydrofuran cooled with ice was gradually added 5.4 g of pulverized anhydrous aluminium chloride. After stirring for 15 minutes, 7.8 g of sodium azide was added and the mixture was further stirred for 15 minutes. After a temperature of the solution was brought to room temperature, 2.5 g of 3-cyano-2-oxo-8-chromenyloxyacetic acid was added and the mixture was gradually heated to carry out the reaction under reflux for 120 hours. After the reaction was completed, the reaction...